This data is from the Open Reaction Database (ORD), a public repository of structured organic reaction records. The task is: describe an organic reaction: reactants, conditions, products, and yield Starting materials: FC1(OC2=C(O1)C=CC=C2N2N=C(C(C=C2)=O)C(\C=C\N(C)C)=O)F (1-(2,2-Difluoro-benzo[1,3]dioxol-4-yl)-3-((E)-3-dimethylamino-acryloyl)-1H-pyridazin-4-one), N(N)C1=CC(=NC=C1)C (4-hydrazino-2-methylpyridine). The product is FC1(OC2=C(O1)C=CC=C2N2N=C(C(C=C2)=O)C=2N(N=CC2)C2=CC(=NC=C2)C)F (1-(2,2-Difluoro-benzo[1,3]dioxol-4-yl)-3-[2-(2-methyl-pyridin-4-yl)-2H-pyrazol-3-yl]-1H-pyridazin-4-one). Reaction SMILES: [F:1][C:2]1([F:25])[O:6][C:5]2[CH:7]=[CH:8][CH:9]=[C:10]([N:11]3[CH:16]=[CH:15][C:14](=O)[C:13]([C:18](=[O:24])/[CH:19]=[CH:20]/N(C)C)=[N:12]3)[C:4]=2[O:3]1.[NH:26]([C:28]1[CH:33]=[CH:32][N:31]=[C:30]([CH3:34])[CH:29]=1)[NH2:27]>>[F:1][C:2]1([F:25])[O:6][C:5]2[CH:7]=[CH:8][CH:9]=[C:10]([N:11]3[CH:20]=[CH:19][C:18](=[O:24])[C:13]([C:14]4[N:26]([C:28]5[CH:33]=[CH:32][N:31]=[C:30]([CH3:34])[CH:29]=5)[N:27]=[CH:16][CH:15]=4)=[N:12]3)[C:4]=2[O:3]1. Reported procedure: The product was obtained starting from 1-(2,2-Difluoro-benzo[1,3]dioxol-4-yl)-3-((E)-3-dimethylamino-acryloyl)-1H-pyridazin-4-one (A-15) and 4-hydrazino-2-methylpyridine according to the method described for example 91. MS: M=410.3 (M+H)+ The reactants are C([O-])([O-])=O.[Cs+].[Cs+] (cesium carbonate), BrC1=C(C(=O)OC)C=CN=C1 (Methyl 3-bromoisonicotinate), Cl.NC1=C(C=CC=C1)B(O)O (2-aminophenylboronic acid hydrochloride). The reagents and catalysts are C1=CC=C(C=C1)P([C-]2C=CC=C2)C3=CC=CC=C3.C1=CC=C(C=C1)P([C-]2C=CC=C2)C3=CC=CC=C3.Cl[Pd]Cl.[Fe+2] (PdCl2(dppf)). Solvent: O1CCOCC1 (dioxane). Yields the product C1=C2C3=C(NC(C2=CC=N1)=O)C=CC=C3 (Benzo[c][2,6]naphthyridin-5(6H)-one), solid. Yield: 55.0%. As a reaction SMILES: Br[C:2]1[CH:11]=[N:10][CH:9]=[CH:8][C:3]=1[C:4]([O:6]C)=O.Cl.[NH2:13][C:14]1[CH:19]=[CH:18][CH:17]=[CH:16][C:15]=1B(O)O.C(=O)([O-])[O-].[Cs+].[Cs+]>O1CCOCC1.C1C=CC(P(C2C=CC=CC=2)[C-]2C=CC=C2)=CC=1.C1C=CC(P(C2C=CC=CC=2)[C-]2C=CC=C2)=CC=1.Cl[Pd]Cl.[Fe+2]>[CH:11]1[N:10]=[CH:9][CH:8]=[C:3]2[C:2]=1[C:15]1[CH:16]=[CH:17][CH:18]=[CH:19][C:14]=1[NH:13][C:4]2=[O:6] |f:1.2,3.4.5,7.8.9.10|. Procedure details: Methyl 3-bromoisonicotinate (1.0 eq, 1.76 g, 7.65 mmol), 2-aminophenylboronic acid hydrochloride (1.0 eq, 1.33 g, 7.67 mmol) and cesium carbonate (2.0 eq, 4.99 g, 15.31 mmol) were suspended in dioxane (15 ml). The mixture was degassed by bubbling nitrogen for 10 minutes. PdCl2(dppf) (0.05 eq, 280 mg, 0.383 mmol) was added and the mixture was stirred at reflux for 2 hours. The resulting solid was filtered, washed with methanol, water and methanol and dried. Benzo[c][2,6]naphthyridin-5(6H)-one was...